This data is from the Open Reaction Database (ORD), a public repository of structured organic reaction records. The task is: describe an organic reaction: reactants, conditions, products, and yield Yield: 100.0%. Conditions: temperature 0 celsius, time 1 hour. Reactants: C(C)(C)(C)OC(=O)NC[C@@H]1CN(C[C@H]1C(F)(F)F)C1=C(C=C2C(C(=CN(C2=C1F)C1CC1)C(=O)O)=O)F (7-(trans-3-(tertbutoxycarbonylaminomethyl)-4-trifluoromethyl-1-pyrrolidinyl)-1-cyclopropyl-6,8-difluoro-1,4-dihydro-4-oxoquinoline-3-carboxylic acid), FC(C(=O)O)(F)F (trifluoroacetic acid), C(C)OCC (Diethyl ether). The solvent is ClCCl (dichloromethane). RXN SMILES: C(OC([NH:8][CH2:9][C@H:10]1[C@H:14]([C:15]([F:18])([F:17])[F:16])[CH2:13][N:12]([C:19]2[C:28]([F:29])=[C:27]3[C:22]([C:23](=[O:36])[C:24]([C:33]([OH:35])=[O:34])=[CH:25][N:26]3[CH:30]3[CH2:32][CH2:31]3)=[CH:21][C:20]=2[F:37])[CH2:11]1)=O)(C)(C)C.[F:38][C:39]([F:44])([F:43])[C:40]([OH:42])=[O:41].C(OCC)C>ClCCl>[F:38][C:39]([F:44])([F:43])[C:40]([OH:42])=[O:41].[NH2:8][CH2:9][C@H:10]1[C@H:14]([C:15]([F:17])([F:18])[F:16])[CH2:13][N:12]([C:19]2[C:28]([F:29])=[C:27]3[C:22]([C:23](=[O:36])[C:24]([C:33]([OH:35])=[O:34])=[CH:25][N:26]3[CH:30]3[CH2:31][CH2:32]3)=[CH:21][C:20]=2[F:37])[CH2:11]1 |f:4.5|. The product is FC(C(=O)O)(F)F.NC[C@@H]1CN(C[C@H]1C(F)(F)F)C1=C(C=C2C(C(=CN(C2=C1F)C1CC1)C(=O)O)=O)F (7-(Trans-3-aminomethyl-4-trifluoromethyl-1-pyrrolidinyl)-1-cyclopropyl-6,8-difluoro-1,4-dihydro-4-oxoquinoline-3-carboxylic acid trifluoroacetate). Procedure details: In 2 ml of dichloromethane, is suspended 330 mg (0.606 mmol) of 7-(trans-3-(tertbutoxycarbonylaminomethyl)-4-trifluoromethyl-1-pyrrolidinyl)-1-cyclopropyl-6,8-difluoro-1,4-dihydro-4-oxoquinoline-3-carboxylic acid obtained in Example 10a. To the suspension, is added 2 ml of trifluoroacetic acid on cooling with ice. The mixture is stirred at 0° C. for 1 hour. Diethyl ether was added to the reaction mixture to give a precipitate. The resulting precipitate was obtained by filtration to give 340 mg o... Starting materials: CC1=C(C=CC(=C1)C(=O)OC)C1=C(C=C(C=C1)C(=O)OC)C (Dimethyl 2,2′-dimethylbiphenyl-4,4′-dicarboxylate), BrN1C(CCC1=O)=O (N-bromo succinimide), CC(C)(C#N)N=NC(C)(C)C#N (AIBN), [Br-].[NH+]1=CNC=C1 (imidazolium bromide), CN1C=NC=C1 (1-methyl imidazole), Br (HBr), [Li+].[OH-] (LiOH). Run in C(Cl)(Cl)(Cl)Cl (CCl4), CC#N (CH3CN), C1CCOC1 (THF), CCOC(=O)C (EtOAc), O (H2O). Run at temperature 80 celsius, time 3 hour. Yields the product [Br-].C(=O)(O)C1=CC(=C(C=C1)C1=C(C=C(C=C1)C(=O)O)C[N+]1=CN(C=C1)C)C[N+]1=CN(C=C1)C.[Br-] (3,3′-(4,4′-dicarboxybiphenyl-2,2′-diyl)bis(methylene)bis(1-methyl-1H-imidazol-3-ium) bromide). Isolated yield 45.0%. Reaction SMILES: [CH3:1][C:2]1[CH:7]=[C:6]([C:8]([O:10]C)=[O:9])[CH:5]=[CH:4][C:3]=1[C:12]1[CH:17]=[CH:16][C:15]([C:18]([O:20]C)=[O:19])=[CH:14][C:13]=1[CH3:22].[Br:23][N:24]1[C:28](=O)[CH2:27]C[C:25]1=O.CC(N=NC(C#N)(C)C)([C:34]#[N:35])C.[CH3:43][N:44]1[CH:48]=[CH:47][N:46]=[CH:45]1.[Br-:49].[NH+]1C=CNC=1.[Li+].[OH-].Br>C1COCC1.O.CC#N.CCOC(C)=O.C(Cl)(Cl)(Cl)Cl>[Br-:23].[C:18]([C:15]1[CH:16]=[CH:17][C:12]([C:3]2[CH:4]=[CH:5][C:6]([C:8]([OH:10])=[O:9])=[CH:7][C:2]=2[CH2:1][N+:46]2[CH:47]=[CH:48][N:44]([CH3:43])[CH:45]=2)=[C:13]([CH2:22][N+:35]2[CH:27]=[CH:28][N:24]([CH3:25])[CH:34]=2)[CH:14]=1)([OH:20])=[O:19].[Br-:49] |f:4.5,6.7,14.15.16|. Reported procedure: To a 50 ml round bottom flask containing a stir bar is added 2 (1.21 g, 4.06 mmol), N-bromo succinimide (1.59 g, 8.94 mmol), AIBN (0.066 g, 0.406 mmol) and CCl4 (20 ml). The flask is fitted with a reflux condenser and refluxed for 3 hours or until TLC (30% EtOAc/Hex) shows full conversion. The contents of the flask are directly filtered into a 50 ml round bottom flask to remove the succinimide and the filtrate is concentrated under reduced pressure to yield a pale yellow oil. This oil is dried u... The reactants are C(C(=O)O)(=O)O (oxalic acid), N1C=CC2=CC=CC=C12 (1H-indole), ClC1=C(C=CC=2CCNCCC21)Cl (6,7-dichloro-2,3,4,5-tetrahydro-1H-3-benzazepine), CO (methanol). Run in C(C)(=O)OCC (ethyl acetate), C(C)(=O)OCC (ethyl acetate). Yields the product C(C(=O)O)(=O)O.N1C=CC2=C(C=CC=C12)OC[C@H](CN1CCC2=C(CC1)C=CC(=C2Cl)Cl)O ((2S)-(−)-1-(4-indolyloxy)-3-(6,7-dichloro-2,3,4,5-tetrahydro-1H-3-benzazepin-3-yl)-2-propanol ethanedioate). RXN SMILES: [NH:1]1[C:9]2[C:4](=[CH:5][CH:6]=[CH:7][CH:8]=2)[CH:3]=[CH:2]1.[Cl:10][C:11]1[C:21]2[CH2:20][CH2:19][NH:18][CH2:17][CH2:16][C:15]=2[CH:14]=[CH:13][C:12]=1[Cl:22].[C:23]([OH:28])(=[O:27])[C:24]([OH:26])=[O:25].[CH3:29]O>C(OCC)(=O)C>[C:23]([OH:28])(=[O:27])[C:24]([OH:26])=[O:25].[NH:1]1[C:9]2[C:4](=[C:5]([O:25][CH2:24][C@@H:23]([OH:28])[CH2:29][N:18]3[CH2:17][CH2:16][C:15]4[CH:14]=[CH:13][C:12]([Cl:22])=[C:11]([Cl:10])[C:21]=4[CH2:20][CH2:19]3)[CH:6]=[CH:7][CH:8]=2)[CH:3]=[CH:2]1 |f:5.6|. Procedure details: The title compound was prepared in similar fashion from (S)-(+)-4-oxiranylmethoxy)-1H-indole and 6,7-dichloro-2,3,4,5-tetrahydro-1H-3-benzazepine. The resulting free base was dissolved in ethyl acetate, and precipitated with one equivalent of oxalic acid in ethyl acetate in 77% overall yield. FDMS m/e=405 (M+ of free base). α[D]589=−6.87 (c=0.44, methanol). Starting materials: CC=1NC(=C(C(C1C(=O)OCC)C1=C(C=CC=C1)[N+](=O)[O-])C(=O)OCC)C=O (diethyl 2-methyl-4-(2-nitrophenyl)-6-formyl-1,4-dihydropyridine-3,5-dicarboxylate), CN(CCCN)C (N,N-dimethyltrimethylenediamine), C1(=CC=C(C=C1)S(=O)(=O)O)C (p-toluenesulfonic acid). Solvent: C1=CC=CC=C1 (benzene). Yields the product CC=1NC(=C(C(C1C(=O)OCC)C1=C(C=CC=C1)[N+](=O)[O-])C(=O)OCC)C=NCCCN(C)C (diethyl 2-methyl-4-(2-nitrophenyl)-6-[3-(N,N-dimethylamino)propyl]iminomethyl-1,4-dihydropyridine-3,5-dicarboxylate). Yield: 104.0%. As a reaction SMILES: [CH3:1][C:2]1[NH:3][C:4]([CH:27]=O)=[C:5]([C:22]([O:24][CH2:25][CH3:26])=[O:23])[CH:6]([C:13]2[CH:18]=[CH:17][CH:16]=[CH:15][C:14]=2[N+:19]([O-:21])=[O:20])[C:7]=1[C:8]([O:10][CH2:11][CH3:12])=[O:9].[CH3:29][N:30]([CH3:35])[CH2:31][CH2:32][CH2:33][NH2:34].C1(C)C=CC(S(O)(=O)=O)=CC=1>C1C=CC=CC=1>[CH3:1][C:2]1[NH:3][C:4]([CH:27]=[N:34][CH2:33][CH2:32][CH2:31][N:30]([CH3:35])[CH3:29])=[C:5]([C:22]([O:24][CH2:25][CH3:26])=[O:23])[CH:6]([C:13]2[CH:18]=[CH:17][CH:16]=[CH:15][C:14]=2[N+:19]([O-:21])=[O:20])[C:7]=1[C:8]([O:10][CH2:11][CH3:12])=[O:9]. Reported procedure: A mixture of diethyl 2-methyl-4-(2-nitrophenyl)-6-formyl-1,4-dihydropyridine-3,5-dicarboxylate (1.1651 g), N,N-dimethyltrimethylenediamine (306.6 mg) and p-toluenesulfonic acid (catalytic amount) in dried benzene (20 ml) was refluxed under azeotropic dehydration for 4.5 hours. The resultant solution was washed with water and dried. The solvent was removed from the solution to give brown oil (1.4748 g) of diethyl 2-methyl-4-(2-nitrophenyl)-6-[3-(N,N-dimethylamino)propyl]iminomethyl-1,4-dihydropyr... Starting materials: CCc1cn(S(C)(=O)=O)c2c1C(=O)CC(c1ccccc1)C2, CCO, Cl, Cl, N=C(N)NN, O. The product is CCc1cn(S(C)(=O)=O)c2c1C(=NNC(=N)N)CC(c1ccccc1)C2, Cl. Reaction SMILES: [CH2:1]([CH3:2])[c:3]1[cH:4][n:5]([S:19](=[O:20])(=[O:21])[CH3:22])[c:6]2[c:11]1[C:10](=[O:12])[CH2:9][CH:8]([c:13]1[cH:14][cH:15][cH:16][cH:17][cH:18]1)[CH2:7]2.[CH3:31][CH2:32][OH:33].[ClH:23].[ClH:29].[NH2:24][NH:25][C:26](=[NH:27])[NH2:28].[OH2:30]>>[CH2:1]([CH3:2])[c:3]1[cH:4][n:5]([S:19](=[O:20])(=[O:21])[CH3:22])[c:6]2[c:11]1[C:10](=[N:24][NH:25][C:26](=[NH:27])[NH2:28])[CH2:9][CH:8]([c:13]1[cH:14][cH:15][cH:16][cH:17][cH:18]1)[CH2:7]2.[ClH:23]. Reactants: CC[O-], CC[O-], CC[O-], CC[O-], CC(C)(C)S(N)=O, O=C(C1CC1)C1CC1, C1CCOC1, [Ti+4]. Yields the product CC(C)(C)S(=O)N=C(C1CC1)C1CC1. Reaction SMILES: [CH3:21][CH2:22][O-:23].[CH3:25][CH2:26][O-:27].[CH3:28][CH2:29][O-:30].[CH3:31][CH2:32][O-:33].[CH3:9][C:10]([CH3:11])([CH3:12])[S:13](=[O:14])[NH2:15].[CH:1]1([C:4](=[O:5])[CH:6]2[CH2:7][CH2:8]2)[CH2:2][CH2:3]1.[O:16]1[CH2:17][CH2:18][CH2:19][CH2:20]1.[Ti+4:24]>>[CH:1]1([C:4]([CH:6]2[CH2:7][CH2:8]2)=[N:15][S:13]([C:10]([CH3:9])([CH3:11])[CH3:12])=[O:14])[CH2:2][CH2:3]1.